The task is: describe an organic reaction: reactants, conditions, products, and yield. This data is from the Open Reaction Database (ORD), a public repository of structured organic reaction records. As a reaction SMILES: [NH2:1][C:2]1[CH:7]=[CH:6][C:5]([C:8]2[CH:13]=[CH:12][N:11]=[C:10]([NH:14][C:15]3[CH:20]=[CH:19][C:18]([N:21]4[CH2:26][CH2:25][O:24][CH2:23][CH2:22]4)=[CH:17][CH:16]=3)[N:9]=2)=[CH:4][CH:3]=1.[Cl:27][CH2:28][C:29](Cl)=[O:30]>C1COCC1>[Cl:27][CH2:28][C:29]([NH:1][C:2]1[CH:7]=[CH:6][C:5]([C:8]2[CH:13]=[CH:12][N:11]=[C:10]([NH:14][C:15]3[CH:16]=[CH:17][C:18]([N:21]4[CH2:22][CH2:23][O:24][CH2:25][CH2:26]4)=[CH:19][CH:20]=3)[N:9]=2)=[CH:4][CH:3]=1)=[O:30]. Procedure details: To a flask charged with 4-(4-aminophenyl)-N-(4-morpholinophenyl)pyrimidin-2-amine (100 mg, 0.286 mmol) and THF (1 mL) was added chloroacetyl chloride (0.0230 mL, 0.286 mmol). The solution was stirred at ambient temperature for 1 hour. The crude mixture was then concentrated and used without further purification. LCMS: m/z 424 (M+H)+. Conditions: time 1 hour. Solvent: C1CCOC1 (THF). The product is ClCC(=O)NC1=CC=C(C=C1)C1=NC(=NC=C1)NC1=CC=C(C=C1)N1CCOCC1 (2-chloro-N-(4-(2-(4-morpholinophenylamino)pyrimidin-4-yl)phenyl)acetamide). Reactants: NC1=CC=C(C=C1)C1=NC(=NC=C1)NC1=CC=C(C=C1)N1CCOCC1 (4-(4-aminophenyl)-N-(4-morpholinophenyl)pyrimidin-2-amine), ClCC(=O)Cl (chloroacetyl chloride). Starting materials: COc1ccc2c(n1)C(SC)c1ncccc1C(=O)N2C, CC(C)(C)[O-], CI, CS(C)=O, CCOC(C)=O, [K+]. Product: COc1ccc2c(n1)C(C)(SC)c1ncccc1C(=O)N2C. RXN SMILES: [CH3:1][S:2][CH:3]1[c:4]2[c:5]([cH:16][cH:17][c:18]([O:20][CH3:21])[n:19]2)[N:6]([CH3:15])[C:7](=[O:14])[c:8]2[c:9]1[n:10][cH:11][cH:12][cH:13]2.[CH3:22][C:23]([CH3:24])([O-:25])[CH3:26].[CH3:28][I:29].[CH3:30][S:31]([CH3:32])=[O:33].[CH3:34][CH2:35][O:36][C:37](=[O:38])[CH3:39].[K+:27]>>[CH3:1][S:2][C:3]1([CH3:22])[c:4]2[c:5]([cH:16][cH:17][c:18]([O:20][CH3:21])[n:19]2)[N:6]([CH3:15])[C:7](=[O:14])[c:8]2[c:9]1[n:10][cH:11][cH:12][cH:13]2.